From a dataset of the Open Reaction Database (ORD), a public repository of structured organic reaction records. describe an organic reaction: reactants, conditions, products, and yield The reactants are FC=1C=CC(=NC1)C1=NOC(=C1CCC=1SC(=C(N1)C)C(=O)O)C (2-{2-[3-(5-fluoro-pyridin-2-yl)-5-methyl-isoxazol-4-yl]-ethyl}-4-methyl-thiazole-5-carboxylic acid), C(O)CN (ethanolamine). Yields the product OCCNC(=O)C1=C(N=C(S1)CCC=1C(=NOC1C)C1=NC=C(C=C1)F)C (2-{2-[3-(5-Fluoro-pyridin-2-yl)-5-methyl-isoxazol-4-yl]-ethyl}-4-methyl-thiazole-5-carboxylic acid (2-hydroxy-ethyl)-amide). Isolated yield 79.0%. As a reaction SMILES: [F:1][C:2]1[CH:3]=[CH:4][C:5]([C:8]2[C:12]([CH2:13][CH2:14][C:15]3[S:16][C:17]([C:21]([OH:23])=O)=[C:18]([CH3:20])[N:19]=3)=[C:11]([CH3:24])[O:10][N:9]=2)=[N:6][CH:7]=1.[CH2:25]([CH2:27][NH2:28])[OH:26]>>[OH:26][CH2:25][CH2:27][NH:28][C:21]([C:17]1[S:16][C:15]([CH2:14][CH2:13][C:12]2[C:8]([C:5]3[CH:4]=[CH:3][C:2]([F:1])=[CH:7][N:6]=3)=[N:9][O:10][C:11]=2[CH3:24])=[N:19][C:18]=1[CH3:20])=[O:23]. Procedure: As described for example 31b, 2-{2-[3-(5-fluoro-pyridin-2-yl)-5-methyl-isoxazol-4-yl]-ethyl}-4-methyl-thiazole-5-carboxylic acid (69 mg, 0.20 mmol) was converted, using ethanolamine instead of 4-aminotetrahydropyran, to the title compound (62 mg, 79%) which was obtained as an off white solid. MS: m/e=391.2 [M+H]+.